This data is from the Open Reaction Database (ORD), a public repository of structured organic reaction records. The task is: describe an organic reaction: reactants, conditions, products, and yield Starting materials: C1COCCO1, ClCCl, Cl, CC(C)(C)OC(=O)N1CCC(c2nc(C3=NOC(c4ccccc4[N+](=O)[O-])C3)cs2)CC1. The product is [Cl-], O=[N+]([O-])c1ccccc1C1CC(c2csc(C3CC[NH2+]CC3)n2)=NO1. As a reaction SMILES: [CH2:37]1[O:38][CH2:39][CH2:40][O:41][CH2:42]1.[Cl:34][CH2:35][Cl:36].[ClH:33].[N+:1](=[O:2])([O-:3])[c:4]1[c:5]([CH:10]2[CH2:11][C:12]([c:15]3[n:16][c:17]([CH:20]4[CH2:21][CH2:22][N:23]([C:26]([O:27][C:28]([CH3:29])([CH3:30])[CH3:31])=[O:32])[CH2:24][CH2:25]4)[s:18][cH:19]3)=[N:13][O:14]2)[cH:6][cH:7][cH:8][cH:9]1>>[Cl-:33].[N+:1](=[O:2])([O-:3])[c:4]1[c:5]([CH:10]2[CH2:11][C:12]([c:15]3[n:16][c:17]([CH:20]4[CH2:21][CH2:22][NH2+:23][CH2:24][CH2:25]4)[s:18][cH:19]3)=[N:13][O:14]2)[cH:6][cH:7][cH:8][cH:9]1. Starting materials: C(C1=CC=CC=C1)(=O)C1=C(C=CC=C1)N(S(=O)(=O)C1=CC=C(C=C1)C)CC(=O)OC(C)(C)C (t-Butyl N-(2-benzoylphenyl)-N-(p-toluenesulfonyl)aminoacetate), C[O-].[Na+] (sodium methoxide). Run in CO (methanol). Reaction conditions: time 16 hour. The product is C1(=CC=CC=C1)C1=C(N(C2=CC=CC=C12)S(=O)(=O)C1=CC=C(C=C1)C)C(=O)OC(C)(C)C (t-Butyl 3-phenyl-1-(p-toluenesulfonyl)indole-2-carboxylate). Yield: 115.3%. As a reaction SMILES: [C:1]([C:9]1[CH:14]=[CH:13][CH:12]=[CH:11][C:10]=1[N:15]([CH2:26][C:27]([O:29][C:30]([CH3:33])([CH3:32])[CH3:31])=[O:28])[S:16]([C:19]1[CH:24]=[CH:23][C:22]([CH3:25])=[CH:21][CH:20]=1)(=[O:18])=[O:17])(=O)[C:2]1[CH:7]=[CH:6][CH:5]=[CH:4][CH:3]=1.C[O-].[Na+]>CO>[C:2]1([C:1]2[C:9]3[C:10](=[CH:11][CH:12]=[CH:13][CH:14]=3)[N:15]([S:16]([C:19]3[CH:24]=[CH:23][C:22]([CH3:25])=[CH:21][CH:20]=3)(=[O:17])=[O:18])[C:26]=2[C:27]([O:29][C:30]([CH3:32])([CH3:33])[CH3:31])=[O:28])[CH:3]=[CH:4][CH:5]=[CH:6][CH:7]=1 |f:1.2|. Procedure: To a stirred solution of 2.30 g of compound I in 175 cc of methanol was added 0.39 g of sodium methoxide at room temperature and the mixture was stirred for 16 hours. The methanol was distilled off and to the residue was added water, followed by extraction with ethyl acetate. The extract was dried over magnesium sulfate and distilled to remove the solvent. The resulting crude product was dissolved in 50 cc of benzene, followed by adding dropwise thereto 1.41 cc of pyridine and then 0.52 g of thi... The reactants are CC(=O)O, CO, Nc1n[nH]c2ncnc(Nc3cccc(Cl)c3)c12, O=Cc1cccs1. Product: Clc1cccc(Nc2ncnc3[nH]nc(N=Cc4cccs4)c23)c1. As a reaction SMILES: [CH3:19][C:20](=[O:21])[OH:22].[CH3:30][OH:31].[NH2:1][c:2]1[n:3][nH:4][c:5]2[n:6][cH:7][n:8][c:9]([NH:11][c:12]3[cH:13][c:14]([Cl:18])[cH:15][cH:16][cH:17]3)[c:10]12.[s:23]1[c:24]([CH:28]=[O:29])[cH:25][cH:26][cH:27]1>>[N:1]([c:2]1[n:3][nH:4][c:5]2[n:6][cH:7][n:8][c:9]([NH:11][c:12]3[cH:13][c:14]([Cl:18])[cH:15][cH:16][cH:17]3)[c:10]12)=[CH:28][c:24]1[s:23][cH:27][cH:26][cH:25]1. Reactants: O1C(=CC=C1)S(=O)(=N)C1=CC=CC=C1 (S-(2-furyl)-S-phenyl-sulphoximide), C(C)N(CCCl)CC (2-diethylaminoethyl chloride). Product: C(C)N(CCN=S(=O)(C1=CC=CC=C1)C=1OC=CC1)CC (2-diethylaminoethyl-S-(2-furyl)-S-phenyl-sulphoximide). Isolated yield 48.0%. Reaction SMILES: [O:1]1[CH:5]=[CH:4][CH:3]=[C:2]1[S:6]([C:9]1[CH:14]=[CH:13][CH:12]=[CH:11][CH:10]=1)(=[NH:8])=[O:7].[CH2:15]([N:17]([CH2:21][CH3:22])[CH2:18][CH2:19]Cl)[CH3:16]>>[CH2:15]([N:17]([CH2:21][CH3:22])[CH2:18][CH2:19][N:8]=[S:6]([C:2]1[O:1][CH:5]=[CH:4][CH:3]=1)([C:9]1[CH:10]=[CH:11][CH:12]=[CH:13][CH:14]=1)=[O:7])[CH3:16]. Procedure: In a manner analogous to that described in Example 1, Stage 3, from S-(2-furyl)-S-phenyl-sulphoximide and 2-diethylaminoethyl chloride, there is obtained N-(2-diethylaminoethyl-S-(2-furyl)-S-phenyl-sulphoximide in a yield of 48% of theory. The corresponding fumarate, after recrystallisation from ethyl acetate/isopropanol, melts at 133° C. Starting materials: C(=O)([O-])[O-].[K+].[K+] (K2CO3), C(C)(C)(C)OC(=O)NC[C@@H](C)N1C(=CC2=CC=C(C=C12)C(=O)OCC)C(=O)OCC (diethyl 1-{(2R)-1-[(tert-butoxycarbonyl)amino]propan-2-yl}-1H-indole-2,6-dicarboxylate), C(=O)(C(F)(F)F)O (TFA). The solvent is C(C)O (ethanol), C(Cl)Cl (CH2Cl2). Reaction conditions: time 2 hour. Product: C[C@@H]1CNC(C=2N1C=1C=C(C=CC1C2)C(=O)OCC)=O (ethyl (4R)-4-methyl-1-oxo-1,2,3,4-tetrahydropyrazino[1,2-a]indole-7-carboxylate). Yield: 74.6%. RXN SMILES: C([O:5][C:6]([NH:8][CH2:9][C@H:10]([N:12]1[C:20]2[C:15](=[CH:16][CH:17]=[C:18]([C:21]([O:23][CH2:24][CH3:25])=[O:22])[CH:19]=2)[CH:14]=[C:13]1C(OCC)=O)[CH3:11])=O)(C)(C)C.C(O)(C(F)(F)F)=O.C([O-])([O-])=O.[K+].[K+]>C(Cl)Cl.C(O)C>[CH3:11][C@H:10]1[N:12]2[C:20]3[CH:19]=[C:18]([C:21]([O:23][CH2:24][CH3:25])=[O:22])[CH:17]=[CH:16][C:15]=3[CH:14]=[C:13]2[C:6](=[O:5])[NH:8][CH2:9]1 |f:2.3.4|. Procedure: To a solution of diethyl 1-{(2R)-1-[(tert-butoxycarbonyl)amino]propan-2-yl}-1H-indole-2,6-dicarboxylate (2.7 g, 6.4 mmol) in CH2Cl2 (10 mL) is added TFA (10 mL). The reaction mixture is stirred for 2 h and the solvent is removed under vacuum. To a solution of the residue in ethanol (30 mL) is added K2CO3 (4.5 g, 32.3 mmol) and the reaction mixture is stirred at room temperature for 16 h. The solvent is evaporated and the residue is taken up in water. To the mixture is added a small amount of die...